From a dataset of the Open Reaction Database (ORD), a public repository of structured organic reaction records. describe an organic reaction: reactants, conditions, products, and yield The reactants are ClC=1C(=CC(=C(C1)C=1N([C@@H]([C@@H](N1)C1=CC=C(C=C1)Cl)C1=CC=C(C=C1)Cl)C(=O)Cl)OCC)C(C)(C)C#N ((4S,5R)-2-[5-Chloro-4-(cyano-dimethyl-methyl)-2-ethoxy-phenyl]-4,5-bis-(4-chloro-phenyl)-4,5-dihydro-imidazole-1-carbonyl chloride), N1(CCOCC1)C(CN1CCNCC1)=O (1-morpholin-4-yl-2-piperazin-1-yl-ethanone). The product is ClC1=CC=C(C=C1)[C@@H]1N=C(N([C@@H]1C1=CC=C(C=C1)Cl)C(=O)N1CCN(CC1)CC(=O)N1CCOCC1)C1=CC(=C(C=C1OCC)C(C#N)(C)C)Cl (2-(4-{(4S,5R)-4,5-Bis-(4-chloro-phenyl)-1-[4-(2-morpholin-4-yl-2-oxo-ethyl)-piperazine-1-carbonyl]-4,5-dihydro-1H-imidazol-2-yl}-2-chloro-5-ethoxy-phenyl)-2-methyl-propionitrile). RXN SMILES: [Cl:1][C:2]1[C:3]([C:33]([C:36]#[N:37])([CH3:35])[CH3:34])=[CH:4][C:5]([O:30][CH2:31][CH3:32])=[C:6]([C:8]2[N:9]([C:27](Cl)=[O:28])[C@H:10]([C:20]3[CH:25]=[CH:24][C:23]([Cl:26])=[CH:22][CH:21]=3)[C@H:11]([C:13]3[CH:18]=[CH:17][C:16]([Cl:19])=[CH:15][CH:14]=3)[N:12]=2)[CH:7]=1.[N:38]1([C:44](=[O:52])[CH2:45][N:46]2[CH2:51][CH2:50][NH:49][CH2:48][CH2:47]2)[CH2:43][CH2:42][O:41][CH2:40][CH2:39]1>>[Cl:19][C:16]1[CH:15]=[CH:14][C:13]([C@H:11]2[C@@H:10]([C:20]3[CH:25]=[CH:24][C:23]([Cl:26])=[CH:22][CH:21]=3)[N:9]([C:27]([N:49]3[CH2:50][CH2:51][N:46]([CH2:45][C:44]([N:38]4[CH2:39][CH2:40][O:41][CH2:42][CH2:43]4)=[O:52])[CH2:47][CH2:48]3)=[O:28])[C:8]([C:6]3[C:5]([O:30][CH2:31][CH3:32])=[CH:4][C:3]([C:33]([CH3:34])([CH3:35])[C:36]#[N:37])=[C:2]([Cl:1])[CH:7]=3)=[N:12]2)=[CH:18][CH:17]=1. Procedure: 2-(4-{(4S,5R)-4,5-Bis-(4-chloro-phenyl)-1-[4-(2-morpholin-4-yl-2-oxo-ethyl)-piperazine-1-carbonyl]-4,5-dihydro-1H-imidazol-2-yl}-2-chloro-5-ethoxy-phenyl)-2-methyl-propionitrile was prepared from (4S,5R)-2-[5-Chloro-4-(cyano-dimethyl-methyl)-2-ethoxy-phenyl]-4,5-bis-(4-chloro-phenyl)-4,5-dihydro-imidazole-1-carbonyl chloride (example 12k) and 1-morpholin-4-yl-2-piperazin-1-yl-ethanone (Oakwood Products) in an analogous manner as described in example 25. LR-MS: 751.3 [(M+H)+] Starting materials: CCOC(C)=O, CO, O=C(O)CCC(=O)c1ccc(-c2ccc(F)cc2Cl)cc1, NC1CCCCC1. Product: O=C(O)CCCc1ccc(-c2ccc(F)cc2Cl)cc1. RXN SMILES: [C:31]([O:32][CH2:33][CH3:34])(=[O:35])[CH3:36].[CH3:29][OH:30].[Cl:1][c:2]1[c:3](-[c:9]2[cH:10][cH:11][c:12]([C:15]([CH2:16][CH2:17][C:18](=[O:19])[OH:20])=[O:21])[cH:13][cH:14]2)[cH:4][cH:5][c:6]([F:8])[cH:7]1.[NH2:22][CH:23]1[CH2:24][CH2:25][CH2:26][CH2:27][CH2:28]1>>[Cl:1][c:2]1[c:3](-[c:9]2[cH:10][cH:11][c:12]([CH2:15][CH2:16][CH2:17][C:18](=[O:19])[OH:20])[cH:13][cH:14]2)[cH:4][cH:5][c:6]([F:8])[cH:7]1. The reactants are CCOC(=O)CBr, C1CCOC1, CC(C)[N-]C(C)C, [Li+], CC(C)(C)OC(=O)N1CCCC1=O. Yields the product CCOC(=O)CC1CCN(C(=O)OC(C)(C)C)C1=O. As a reaction SMILES: [Br:22][CH2:23][C:24](=[O:25])[O:26][CH2:27][CH3:28].[CH2:29]1[O:30][CH2:31][CH2:32][CH2:33]1.[CH3:15][CH:16]([N-:17][CH:18]([CH3:19])[CH3:20])[CH3:21].[Li+:14].[O:1]=[C:2]1[N:3]([C:7](=[O:8])[O:9][C:10]([CH3:11])([CH3:12])[CH3:13])[CH2:4][CH2:5][CH2:6]1>>[O:1]=[C:2]1[N:3]([C:7](=[O:8])[O:9][C:10]([CH3:11])([CH3:12])[CH3:13])[CH2:4][CH2:5][CH:6]1[CH2:23][C:24](=[O:25])[O:26][CH2:27][CH3:28]. Reactants: C(C1=CC=CC=C1)N1CCC2=C(C1)C1=C(OC2(C)C)C=C(C=C1O)CCCCC (2-Benzyl-5,5-dimethyl-10-hydroxy-8-(1-pentyl)-1,2,3,4-tetrahydro-5H-[1]benzopyrano[3,4-d]pyridine), Cl.CC1N(CCCC1)CCCC(=O)O (γ-(2-methylpiperidino)butyric acid hydrochloride), C1(CCCCC1)N=C=NC1CCCCC1 (dicyclohexylcarbodiimide). Yields the product Cl.C(C1=CC=CC=C1)N1CCC2=C(C1)C1=C(OC2(C)C)C=C(C=C1OC(CCCN1C(CCCC1)C)=O)CCCCC (2-Benzyl-5,5-dimethyl-10-[4-(2-methylpiperidino)butyryloxy]-8-(1-pentyl)-1,2,3,4-tetrahydro-5H-[1]benzopyrano[3,4-d]pyridine hydrochloride). As a reaction SMILES: [CH2:1]([N:8]1[CH2:13][C:12]2[C:14]3[C:23]([OH:24])=[CH:22][C:21]([CH2:25][CH2:26][CH2:27][CH2:28][CH3:29])=[CH:20][C:15]=3[O:16][C:17]([CH3:19])([CH3:18])[C:11]=2[CH2:10][CH2:9]1)[C:2]1[CH:7]=[CH:6][CH:5]=[CH:4][CH:3]=1.[ClH:30].[CH3:31][CH:32]1[CH2:37][CH2:36][CH2:35][CH2:34][N:33]1[CH2:38][CH2:39][CH2:40][C:41](O)=[O:42].C1(N=C=NC2CCCCC2)CCCCC1>>[ClH:30].[CH2:1]([N:8]1[CH2:13][C:12]2[C:14]3[C:23]([O:24][C:41](=[O:42])[CH2:40][CH2:39][CH2:38][N:33]4[CH2:34][CH2:35][CH2:36][CH2:37][CH:32]4[CH3:31])=[CH:22][C:21]([CH2:25][CH2:26][CH2:27][CH2:28][CH3:29])=[CH:20][C:15]=3[O:16][C:17]([CH3:19])([CH3:18])[C:11]=2[CH2:10][CH2:9]1)[C:2]1[CH:7]=[CH:6][CH:5]=[CH:4][CH:3]=1 |f:1.2,4.5|. Procedure details: 2-Benzyl-5,5-dimethyl-10-hydroxy-8-(1-pentyl)-1,2,3,4-tetrahydro-5H-[1]benzopyrano[3,4-d]pyridine, γ-(2-methylpiperidino)butyric acid hydrochloride and dicyclohexylcarbodiimide in equimolar amounts are reacted as in Example 1 to give the desired product. The product is O=c1[nH]c2ccc(C=C3c4ccc(F)cc4CCc4ncccc43)cc2[nH]1. Starting materials: Fc1ccc2c(c1)CCc1ncccc1C2=CBr, CC1(C)OB(c2ccc3[nH]c(=O)[nH]c3c2)OC1(C)C. RXN SMILES: [Br:1][CH:2]=[C:3]1[c:4]2[c:5]([cH:14][c:15]([F:18])[cH:16][cH:17]2)[CH2:6][CH2:7][c:8]2[n:9][cH:10][cH:11][cH:12][c:13]21.[CH3:19][C:20]1([CH3:21])[C:22]([CH3:23])([CH3:24])[O:25][B:26]([c:27]2[cH:28][c:29]3[c:30]([nH:31][c:32](=[O:34])[nH:33]3)[cH:35][cH:36]2)[O:37]1>>[CH:2](=[C:3]1[c:4]2[c:5]([cH:14][c:15]([F:18])[cH:16][cH:17]2)[CH2:6][CH2:7][c:8]2[n:9][cH:10][cH:11][cH:12][c:13]21)[c:27]1[cH:28][c:29]2[c:30]([nH:31][c:32](=[O:34])[nH:33]2)[cH:35][cH:36]1. Reactants: CC(C)(C)OC(=O)NCC(=O)O, CCC1CC2C3CCC4=CC(=O)CCC4C3CCC2(C)C1OC(=O)CBr, CC(C)(C)[O-], CC(C)=O, [K+], O. The product is CCC1CC2C3CCC4=CC(=O)CCC4C3CCC2(C)C1OC(=O)COC(=O)CNC(=O)OC(C)(C)C. As a reaction SMILES: [C:1]([CH3:2])([CH3:3])([CH3:4])[O:5][C:6](=[O:7])[NH:8][CH2:9][C:10](=[O:11])[OH:12].[CH2:19]([CH3:20])[CH:21]1[CH:22]([O:40][C:41]([CH2:42][Br:43])=[O:44])[C:23]2([CH3:24])[CH:25]([CH2:26]1)[CH:27]1[CH2:28][CH2:29][C:30]3=[CH:31][C:32](=[O:39])[CH2:33][CH2:34][CH:35]3[CH:36]1[CH2:37][CH2:38]2.[CH3:13][C:14]([CH3:15])([O-:16])[CH3:17].[CH3:45][C:46](=[O:47])[CH3:48].[K+:18].[OH2:49]>>[C:1]([CH3:2])([CH3:3])([CH3:4])[O:5][C:6](=[O:7])[NH:8][CH2:9][C:10]([O:11][CH2:42][C:41]([O:40][CH:22]1[CH:21]([CH2:19][CH3:20])[CH2:26][CH:25]2[C:23]1([CH3:24])[CH2:38][CH2:37][CH:36]1[CH:27]2[CH2:28][CH2:29][C:30]2=[CH:31][C:32](=[O:39])[CH2:33][CH2:34][CH:35]21)=[O:44])=[O:12]. Reactants: C(C)(C)S(=O)(=O)C1=C(C=CC=C1)C=1N=C(C(=NC1)N)C=1OC(=NN1)C1=CC=CC=C1 (5-(2-isopropylsulfonylphenyl)-3-(5-phenyl-1,3,4-oxadiazol-2-yl)pyrazin-2-amine), ClC=1C=C(C=CC1)C(=O)OO (3-Chlorobenzenecarboperoxoic acid). The solvent is ClCCl (dichloromethane). Conditions: temperature 0 celsius, time 15 minute. The product is C(C)(C)S(=O)C1=C(C=CC=C1)C=1N=C(C(=NC1)N)C=1OC(=NN1)C1=CC=CC=C1 (5-(2-(isopropylsulfinyl)phenyl)-3-(5-phenyl-1,3,4-oxadiazol-2-yl)pyrazin-2-amine). Yield: 30.9%. RXN SMILES: [CH:1]([S:4]([C:7]1[CH:12]=[CH:11][CH:10]=[CH:9][C:8]=1[C:13]1[N:14]=[C:15]([C:20]2[O:21][C:22]([C:25]3[CH:30]=[CH:29][CH:28]=[CH:27][CH:26]=3)=[N:23][N:24]=2)[C:16]([NH2:19])=[N:17][CH:18]=1)(=O)=[O:5])([CH3:3])[CH3:2].ClC1C=C(C(OO)=O)C=CC=1>ClCCl>[CH:1]([S:4]([C:7]1[CH:12]=[CH:11][CH:10]=[CH:9][C:8]=1[C:13]1[N:14]=[C:15]([C:20]2[O:21][C:22]([C:25]3[CH:30]=[CH:29][CH:28]=[CH:27][CH:26]=3)=[N:23][N:24]=2)[C:16]([NH2:19])=[N:17][CH:18]=1)=[O:5])([CH3:3])[CH3:2]. Reported procedure: 5-(2-isopropylsulfonylphenyl)-3-(5-phenyl-1,3,4-oxadiazol-2-yl)pyrazin-2-amine (50 mg, 0.1284 mmol) was dissolved in dichloromethane (10 mL) and cooled to 0° C. in an ice-bath. 3-Chlorobenzenecarboperoxoic acid (26.59 mg, 0.1541 mmol) was added in one portion with rapid stirring. The mixture was stirred at 0° C. for 15 min, washed with saturated aqueous NaHCO3 solution (1×5 mL) and brine (1×5 mL), dried over MgSO4 and concentrated in vacuo to leave a solid which was purified by column chromatogr... The reactants are BrC1=CC2=C(N=C(C=3C=CN(C(C23)=O)COCC[Si](C)(C)C)N(COCC[Si](C)(C)C)C2=C(C=C(C=C2Cl)F)Cl)C=C1 (9-bromo-5((2,6-dichloro-4-fluorophenyl){[2-(trimethylsilyl)ethoxy]methyl}amino)-2-{[2-(trimethylsilyl)ethoxy]methyl}benzo[c]-2,6-naphthyridin-1(2H)-one), NCC(O)C1=NC=CN=C1 (2-amino-1-pyrazin-2-ylethanol), N1[C@H](C(=O)O)CCC1 (L-proline), C([O-])([O-])=O.[K+].[K+] (potassium carbonate). The reagents and catalysts are [Cu]I (CuI). The solvent is CS(=O)C (DMSO), C(C)(=O)OCC (ethyl acetate). Conditions: temperature 100 celsius. The product is ClC1=C(C(=CC(=C1)F)Cl)N(C1=NC2=C(C=3C(N(C=CC13)COCC[Si](C)(C)C)=O)C=C(C=C2)NCC(C2=NC=CN=C2)O)COCC[Si](C)(C)C (5-((2,6-Dichloro-4-fluorophenyl){[2-(trimethylsilyl)ethoxy]methyl}amino)-9-[(2-hydroxy-2-pyrazin-2-ylethyl)amino]-2-{[2-(trimethylsilyl)ethoxy]methyl}benzo[c-]-2,6-naphthyridin-1(2H)-one). Reaction SMILES: Br[C:2]1[CH:42]=[CH:41][C:5]2[N:6]=[C:7]([N:23]([C:32]3[C:37]([Cl:38])=[CH:36][C:35]([F:39])=[CH:34][C:33]=3[Cl:40])[CH2:24][O:25][CH2:26][CH2:27][Si:28]([CH3:31])([CH3:30])[CH3:29])[C:8]3[CH:9]=[CH:10][N:11]([CH2:15][O:16][CH2:17][CH2:18][Si:19]([CH3:22])([CH3:21])[CH3:20])[C:12](=[O:14])[C:13]=3[C:4]=2[CH:3]=1.[NH2:43][CH2:44][CH:45]([C:47]1[CH:52]=[N:51][CH:50]=[CH:49][N:48]=1)[OH:46].N1CCC[C@H]1C(O)=O.C(=O)([O-])[O-].[K+].[K+]>CS(C)=O.C(OCC)(=O)C.[Cu]I>[Cl:38][C:37]1[CH:36]=[C:35]([F:39])[CH:34]=[C:33]([Cl:40])[C:32]=1[N:23]([CH2:24][O:25][CH2:26][CH2:27][Si:28]([CH3:31])([CH3:30])[CH3:29])[C:7]1[C:8]2[CH:9]=[CH:10][N:11]([CH2:15][O:16][CH2:17][CH2:18][Si:19]([CH3:21])([CH3:22])[CH3:20])[C:12](=[O:14])[C:13]=2[C:4]2[CH:3]=[C:2]([NH:43][CH2:44][CH:45]([OH:46])[C:47]3[CH:52]=[N:51][CH:50]=[CH:49][N:48]=3)[CH:42]=[CH:41][C:5]=2[N:6]=1 |f:3.4.5|. Reported procedure: To a solution of 9-bromo-5((2,6-dichloro-4-fluorophenyl){[2-(trimethylsilyl)ethoxy]methyl}amino)-2-{[2-(trimethylsilyl)ethoxy]methyl}benzo[c]-2,6-naphthyridin-1(2H)-one (Example 172, Step 1) (50 mg, 0.07 mmol) and 2-amino-1-pyrazin-2-ylethanol (14.6 mg, 0.11 mmol) in DMSO (1 ml) was added L-proline (2 mg, 0.014 mmol), potassium carbonate (29.7 mg, 0.14 mmol) and CuI (1.3 mg, 7.01 μmol). The solution was heated to 100° C. in a sealed tube for 16 h. After cooling to room temperature, the reaction ...